Dataset: the Open Reaction Database (ORD), a public repository of structured organic reaction records. Task: describe an organic reaction: reactants, conditions, products, and yield Starting materials: CCOC(=O)C(NCCNc1ccc(OCc2ccccc2)cc1)C(C)C, Cc1ccccc1, CCN(C(C)C)C(C)C, O=C(Cl)Cl. Product: CCOC(=O)C(C(C)C)N1CCN(c2ccc(OCc3ccccc3)cc2)C1=O. As a reaction SMILES: [CH2:1]([c:2]1[cH:3][cH:4][cH:5][cH:6][cH:7]1)[O:8][c:9]1[cH:10][cH:11][c:12]([NH:15][CH2:16][CH2:17][NH:18][CH:19]([C:20](=[O:21])[O:22][CH2:23][CH3:24])[CH:25]([CH3:26])[CH3:27])[cH:13][cH:14]1.[CH3:41][c:42]1[cH:43][cH:44][cH:45][cH:46][cH:47]1.[CH:28]([N:29]([CH2:30][CH3:31])[CH:32]([CH3:33])[CH3:34])([CH3:35])[CH3:36].[Cl:37][C:38]([Cl:39])=[O:40]>>[CH2:1]([c:2]1[cH:3][cH:4][cH:5][cH:6][cH:7]1)[O:8][c:9]1[cH:10][cH:11][c:12]([N:15]2[CH2:16][CH2:17][N:18]([CH:19]([C:20](=[O:21])[O:22][CH2:23][CH3:24])[CH:25]([CH3:26])[CH3:27])[C:38]2=[O:40])[cH:13][cH:14]1. Reactants: ClC=1C=C2C=3C=CN=CC3NC2=C(C1)NC(=O)[C@@H]1COC(CN1CC(=O)O)(C)C ([(S)-5-(6-Chloro-9H-beta-carbolin-8-ylcarbamoyl)-2,2-dimethyl-morpholin-4-yl]-acetic acid), N1CCCCC1 (piperidine), C(C)(=O)[O-].[NH4+] (ammonium acetate). Product: ClC=1C=C2C=3C=CN=CC3NC2=C(C1)NC(=O)[C@H]1N(CC(OC1)(C)C)CC(N1CCCCC1)=O ((S)-6,6-Dimethyl-4-(2-oxo-2-piperidin-1-yl-ethyl)morpholine-3-carboxylic acid (6-chloro-9H-beta-carbolin-8-yl)-amide). The yield is 90.0%. RXN SMILES: [Cl:1][C:2]1[CH:3]=[C:4]2[C:12](=[C:13]([NH:15][C:16]([C@H:18]3[N:23]([CH2:24][C:25](O)=[O:26])[CH2:22][C:21]([CH3:29])([CH3:28])[O:20][CH2:19]3)=[O:17])[CH:14]=1)[NH:11][C:10]1[CH:9]=[N:8][CH:7]=[CH:6][C:5]2=1.[NH:30]1[CH2:35][CH2:34][CH2:33][CH2:32][CH2:31]1.C([O-])(=O)C.[NH4+]>>[Cl:1][C:2]1[CH:3]=[C:4]2[C:12](=[C:13]([NH:15][C:16]([C@@H:18]3[CH2:19][O:20][C:21]([CH3:28])([CH3:29])[CH2:22][N:23]3[CH2:24][C:25](=[O:26])[N:30]3[CH2:35][CH2:34][CH2:33][CH2:32][CH2:31]3)=[O:17])[CH:14]=1)[NH:11][C:10]1[CH:9]=[N:8][CH:7]=[CH:6][C:5]2=1 |f:2.3|. Reported procedure: The desired compound was prepared according to Method F from [(S)-5-(6-Chloro-9H-beta-carbolin-8-ylcarbamoyl)-2,2-dimethyl-morpholin-4-yl]-acetic acid and piperidine in 90% yield. 1H-NMR (300 MHz, DMSO-d6): δ 1.17 (s,3H), 1.29 (s,3H), 1.35-1.60 (m,6H), 2.25 (d,1H), 2.71 (d,1H), 3.15 (d,1H), 3.26 (dd,1H), 3.37 (dd,1H), 3.45-3.65 (m, 2H), 3.65 (d, 1H), 3.70 (m, 1H), 3.89 (m, 2H) 7.95 (d,1H), 8.15 (d,1H), 8.20 (d,1H), 8.37 (d,1H), 9.01 (s,1H), 10.43 (s,1H), 11.32 (s,1H). Retention Time (LC, method:... The product is hexanes ethyl acetate, ClC=1C=C(C=CC1S(=O)(=O)C)C(C(=O)N)CC1CCCC1 (2-(3-chloro-4-methanesulfonyl-phenyl)-3-cyclopentyl-propionamide). Reaction SMILES: [Cl:1][C:2]1[CH:3]=[C:4]([CH:12]([CH2:16][CH:17]2[CH2:21][CH2:20][CH2:19][CH2:18]2)[C:13](O)=[O:14])[CH:5]=[CH:6][C:7]=1[S:8]([CH3:11])(=[O:10])=[O:9].C(Cl)(=O)C(Cl)=O.[OH-].[NH4+:29]>C1(C)C=CC=CC=1.CN(C)C=O>[Cl:1][C:2]1[CH:3]=[C:4]([CH:12]([CH2:16][CH:17]2[CH2:21][CH2:20][CH2:19][CH2:18]2)[C:13]([NH2:29])=[O:14])[CH:5]=[CH:6][C:7]=1[S:8]([CH3:11])(=[O:10])=[O:9] |f:2.3|. The solvent is C1(=CC=CC=C1)C (toluene). Yield: 89.6%. Starting materials: ClC=1C=C(C=CC1S(=O)(=O)C)C(C(=O)O)CC1CCCC1 (2-(3-chloro-4-methanesulfonyl-phenyl)-3-cyclopentyl-propionic acid), C(C(=O)Cl)(=O)Cl (oxalyl chloride), [OH-].[NH4+] (ammonium hydroxide). The reagents and catalysts are CN(C=O)C (N,N-dimethylformamide). Conditions: temperature 25 celsius, time 30 minute. Procedure: A solution of 2-(3-chloro-4-methanesulfonyl-phenyl)-3-cyclopentyl-propionic acid (147 mg, 0.44 mmol) in toluene (5 mL) with N,N-dimethylformamide (2 drops) at 25° C. was treated with oxalyl chloride (0.05 mL, 0.53 mmol). The reaction was stirred at 25° C. for 30 min. At this time, the reaction was cooled to −60° C. and treated with ammonium hydroxide (0.50 mL, 3.8 mmol). The resulting suspension was allowed to warm to 25° C. and stirred at 25° C. for 1 h. At this time, the reaction was quenched ... Starting materials: C1(=CC=C(C=C1)N=C=NC1=C(C=CC=C1)C=CC(=O)OC)C1=CC=CC=C1 (methyl 3-[2-(4-biphenylyliminomethyleneamino)phenyl]acrylate), CNCCCCCN1CCCC1 (N-methyl-N-[5-(pyrrolidin-1-yl)pentyl]amine). The product is C1(=CC=C(C=C1)N1C(=NC2=CC=CC=C2C1CC(=O)OC)N(CCCCCN1CCCC1)C)C1=CC=CC=C1 (3-(4-biphenylyl)-2-[N-methyl-N-(5-pyrrolidin-1-ylpentyl)amino]-4-methoxycarbonylmethyl-3,4-dihydroquinazoline). RXN SMILES: [C:1]1([C:22]2[CH:27]=[CH:26][CH:25]=[CH:24][CH:23]=2)[CH:6]=[CH:5][C:4]([N:7]=[C:8]=[N:9][C:10]2[CH:15]=[CH:14][CH:13]=[CH:12][C:11]=2[CH:16]=[CH:17][C:18]([O:20][CH3:21])=[O:19])=[CH:3][CH:2]=1.[CH3:28][NH:29][CH2:30][CH2:31][CH2:32][CH2:33][CH2:34][N:35]1[CH2:39][CH2:38][CH2:37][CH2:36]1>>[C:1]1([C:22]2[CH:23]=[CH:24][CH:25]=[CH:26][CH:27]=2)[CH:6]=[CH:5][C:4]([N:7]2[CH:16]([CH2:17][C:18]([O:20][CH3:21])=[O:19])[C:11]3[C:10](=[CH:15][CH:14]=[CH:13][CH:12]=3)[N:9]=[C:8]2[N:29]([CH3:28])[CH2:30][CH2:31][CH2:32][CH2:33][CH2:34][N:35]2[CH2:36][CH2:37][CH2:38][CH2:39]2)=[CH:3][CH:2]=1. Procedure details: -nitrocinnamic acid (7) is reacted with methanol under acid catalyst to give methyl 2-nitrocinnamate (8), of which the nitro group is reduced preferably with SnCl22H2O to provide methyl 2-aminocinnamate (9). The compound (9) is reacted with triphenylphosphine, preferably in the presence of hexachloroethane and triethylamine to give methyl 3-[2-(triphenylphosphineimino)phenyl]acrylate (10). The compound (10) is reacted with 4-biphenylyl isocyanate in a suitable solvent to give methyl 3-[2-(4-biph... The reactants are CC(=O)c1ccc(S(=O)(=O)[O-])cc1, CC(=O)c1ccc(S(=O)(=O)Cl)cc1, OCC1CCCNC1, [Na+], O. Yields the product CC(=O)c1ccc(S(=O)(=O)N2CCCC(CO)C2)cc1. As a reaction SMILES: [C:14]([c:15]1[cH:16][cH:17][c:18]([S:19]([O-:20])(=[O:21])=[O:22])[cH:23][cH:24]1)(=[O:25])[CH3:26].[C:1]([CH3:2])(=[O:3])[c:4]1[cH:5][cH:6][c:7]([S:10](=[O:11])(=[O:12])[Cl:13])[cH:8][cH:9]1.[NH:28]1[CH2:29][CH:30]([CH2:34][OH:35])[CH2:31][CH2:32][CH2:33]1.[Na+:27].[OH2:36]>>[C:1]([CH3:2])(=[O:3])[c:4]1[cH:5][cH:6][c:7]([S:10](=[O:11])(=[O:12])[N:28]2[CH2:29][CH:30]([CH2:34][OH:35])[CH2:31][CH2:32][CH2:33]2)[cH:8][cH:9]1. The reactants are [Br-], CCCC[P+](CCCC)(CCCC)CCCC, ClC(Cl)[SiH2]c1ccccc1, O=C(OCCCl)OCCCl. Yields the product ClCCOC(OCCCl)[SiH2]c1ccccc1. As a reaction SMILES: [Br-:21].[CH2:22]([P+:23]([CH2:24][CH2:25][CH2:26][CH3:27])([CH2:28][CH2:29][CH2:30][CH3:31])[CH2:32][CH2:33][CH2:34][CH3:35])[CH2:36][CH2:37][CH3:38].[Cl:11][CH:12]([Cl:13])[SiH2:14][c:15]1[cH:16][cH:17][cH:18][cH:19][cH:20]1.[Cl:1][CH2:2][CH2:3][O:4][C:5]([O:6][CH2:7][CH2:8][Cl:9])=[O:10]>>[Cl:1][CH2:2][CH2:3][O:4][CH:5]([O:6][CH2:7][CH2:8][Cl:9])[SiH2:14][c:15]1[cH:16][cH:17][cH:18][cH:19][cH:20]1.